Dataset: the Open Reaction Database (ORD), a public repository of structured organic reaction records. Task: describe an organic reaction: reactants, conditions, products, and yield The reactants are FC=1C=C2/C(/C(NC2=CC1)=O)=C/C1=CC(=CC=C1)Cl (Z-5-fluoro-3-(3-chloro-benzylidene)-1,3-dihydro-indol-2-one), FC=1C=CC(=C(C1)C=NC(=C)O[Si](C)(C)C)C (1-(5-fluoro-2-methylphenyl)-3-trimethylsilyoxy-2-aza-1,3-butadiene). The solvent is C1(=CC=CC=C1)C (toluene). The product is ClC=1C=C(C=CC1)C1C2(C(NC(C1)=O)C1=C(C=CC(=C1)F)C)C(NC1=CC=C(C=C12)F)=O (racemic (2′R,3R,4′S)-4′-(3-chlorophenyl)-5-fluoro-2′-(5-fluoro-2-methylphenyl)spiro[3H-indole-3,3′-piperidine]-2,6′(1H)-dione). Isolated yield 41.0%. As a reaction SMILES: [F:1][C:2]1[CH:3]=[C:4]2[C:8](=[CH:9][CH:10]=1)[NH:7][C:6](=[O:11])/[C:5]/2=[CH:12]\[C:13]1[CH:18]=[CH:17][CH:16]=[C:15]([Cl:19])[CH:14]=1.[F:20][C:21]1[CH:22]=[CH:23][C:24]([CH3:36])=[C:25]([CH:27]=[N:28][C:29]([O:31][Si](C)(C)C)=[CH2:30])[CH:26]=1>C1(C)C=CC=CC=1>[Cl:19][C:15]1[CH:14]=[C:13]([CH:12]2[CH2:30][C:29](=[O:31])[NH:28][CH:27]([C:25]3[CH:26]=[C:21]([F:20])[CH:22]=[CH:23][C:24]=3[CH3:36])[C:5]32[C:4]2[C:8](=[CH:9][CH:10]=[C:2]([F:1])[CH:3]=2)[NH:7][C:6]3=[O:11])[CH:18]=[CH:17][CH:16]=1. Reported procedure: In a manner similar to the method described in example 1c, E/Z-5-fluoro-3-(3-chloro-benzylidene)-2-oxo-2,3-dihydro-indole (0.4 g, 1.10 mmol) prepared in example 170b was reacted with 1-(5-fluoro-2-methylphenyl)-3-trimethylsilyoxy-2-aza-1,3-butadiene prepared in example 36a, in toluene to give racemic (2′R,3R,4′S)-4′-(3-chlorophenyl)-5-fluoro-2′-(5-fluoro-2-methylphenyl)spiro[3H-indole-3,3′-piperidine]-2,6′(1H)-dione as a white solid (Yield 2 g, 41%). Reactants: [Cu]I, Brc1cnc(c(c1)O[C@@H](c1c(ccc(c1)F)C(=O)N(Cc1cn(nn1)CC1CCC1)C)C)N. The reagents and catalysts are c1ccc(cc1)-c2c3ccccc3cc4ccccc24 (9-Phenylanthracene), CC(=O)[O-].[K+] (KOAc), P([C@]12C[C@@H]3C[C@H](C2)C[C@@H](C1)C3)([C@]12C[C@@H]3C[C@@H](C2)C[C@@H](C1)C3)CCCC (cataCXium A), C(O[Pd]OC(C)=O)(C)=O (Pd(OAc)2). The solvent is CCC(C)(C)O (t-AmOH). Conditions: temperature 140 celsius, time 18 hour. Yields the product C[C@H]1Oc2cc(cnc2N)c3c(CN(C)C(=O)c4ccc(F)cc14)nnn3CC5CCC5. Reaction SMILES: [CH3:1][C@H:2]([c:11]1[c:17]([C:18]([N:20]([CH2:22][c:23]2[n:32][n:31][n:25]([CH2:26][CH:27]3[CH2:30][CH2:29][CH2:28]3)[cH:24]2)[CH3:21])=[O:19])[cH:16][cH:15][c:13]([F:14])[cH:12]1)[O:3][c:4]4[c:9]([NH2:10])[n:8][cH:7][c:6](Br)[cH:5]4.I[Cu]>>[CH3:1][C@@H:2]1[c:11]([c:17]2[C:18](=[O:19])[N:20]([CH3:21])[CH2:22][c:23]3[c:24]([n:25]([CH2:26][CH:27]4[CH2:30][CH2:29][CH2:28]4)[n:31][n:32]3)[c:6]5[cH:5][c:4]([c:9]([NH2:10])[n:8][cH:7]5)[O:3]1)[cH:12][c:13]([F:14])[cH:15][cH:16]2. Starting materials: N1(CCCCCC1)C1=CC=C(CN)C=C1 (4-(1-azepanyl)benzylamine), C25H29N3O, C1=NC=CC2=C(C=CC=C12)C(C(=O)O)C (2-(5-isoquinolinyl)propanoic acid), C1=NC=CC2=C(C=CC=C12)CC(=O)O (5-isoquinolinylacetic acid). Yields the product N1(CCCCCC1)C1=CC=C(CNC(C(C)C2=C3C=CN=CC3=CC=C2)=O)C=C1 (N-[4-(1-azepanyl)benzyl]-2-(5-isoquinolinyl)propanamide). As a reaction SMILES: [N:1]1([C:8]2[CH:15]=[CH:14][C:11]([CH2:12][NH2:13])=[CH:10][CH:9]=2)[CH2:7][CH2:6][CH2:5][CH2:4][CH2:3][CH2:2]1.[CH:16]1[C:25]2[C:20](=[C:21]([CH:26]([CH3:30])[C:27](O)=[O:28])[CH:22]=[CH:23][CH:24]=2)[CH:19]=[CH:18][N:17]=1.C1C2C(=C(CC(O)=O)C=CC=2)C=CN=1>>[N:1]1([C:8]2[CH:9]=[CH:10][C:11]([CH2:12][NH:13][C:27](=[O:28])[CH:26]([C:21]3[CH:22]=[CH:23][CH:24]=[C:25]4[C:20]=3[CH:19]=[CH:18][N:17]=[CH:16]4)[CH3:30])=[CH:14][CH:15]=2)[CH2:7][CH2:6][CH2:5][CH2:4][CH2:3][CH2:2]1. Procedure details: The title compound was prepared using the procedure described in Example 222B using 4-(1-azepanyl)benzylamine and 2-(5-isoquinolinyl)propanoic acid instead of 4-(trifluoromethoxy)benzylamine and 5-isoquinolinylacetic acid. MS (ESI+) m/z 388 (M+H)+; MS (ESI−) m/z 366 (M−H)−; 1H NMR (DMSO, 300 MHz) δ 1.53 (m, 7H), 1.72 (m, 4H), 3.85 (s, 2H), 4.03 (q, J 7.1, 1H), 6.76 (m, 3H), 7.26 (m, 2H), 7.58 (m, 1H), 7.71 (m, 1H), 8.10 (m, 2H), 8.72 (t, J 5.8, 1H), 9.91 (s, 1H); Anal. Calcd for C25H29N3O+2.15 H... Reactants: Ice water, Cl (HCl), [H-].[Na+] (sodium hydride), oil, C(C)(C)(C)[Si](OC1=C2C=CNC2=CC=C1)(C)C (4-(tert-butyl-dimethyl-silanyloxy)-1H-indole), C(C)(C)(C)OC(CBr)=O (bromo-acetic acid tert-butyl ester). Run in CN(C=O)C (N,N-dimethylformamide). Conditions: time 14 hour. Product: C(C)(C)(C)OC(CN1C=CC2=C(C=CC=C12)O[Si](C)(C)C(C)(C)C)=O ([4-(tert-Butyl-dimethyl-silanyloxy)-indol-1-yl]-acetic acid tert-butyl ester). The yield is 68.0%. As a reaction SMILES: [H-].[Na+].[C:3]([Si:7]([CH3:19])([CH3:18])[O:8][C:9]1[CH:17]=[CH:16][CH:15]=[C:14]2[C:10]=1[CH:11]=[CH:12][NH:13]2)([CH3:6])([CH3:5])[CH3:4].[C:20]([O:24][C:25](=[O:28])[CH2:26]Br)([CH3:23])([CH3:22])[CH3:21].Cl>CN(C)C=O>[C:20]([O:24][C:25](=[O:28])[CH2:26][N:13]1[C:14]2[C:10](=[C:9]([O:8][Si:7]([C:3]([CH3:6])([CH3:5])[CH3:4])([CH3:19])[CH3:18])[CH:17]=[CH:16][CH:15]=2)[CH:11]=[CH:12]1)([CH3:23])([CH3:22])[CH3:21] |f:0.1|. Procedure: A dispersion of sodium hydride in mineral oil (55%, 61 mg, 1.4 mmol) was added to a solution of 4-(tert-butyl-dimethyl-silanyloxy)-1H-indole [251 mg, 1 mmol; Eur. Pat. Appl. (1986), EP 206225 A2] and bromo-acetic acid tert-butyl ester (160 μl. 1, 1.1 mmol) in N,N-dimethylformamide (10 ml) at 0° C. under an argon atmosphere. The reaction mixture was naturally warmed to ambient temperature, stirred for 14 h and cooled to 0° C. Ice water (10 ml) and concentrated HCl (2 ml) were added and the mixtur... As a reaction SMILES: [C:24]([O:25][BH-:26]([O:27][C:28](=[O:29])[CH3:30])[O:31][C:32](=[O:33])[CH3:34])(=[O:35])[CH3:36].[CH3:1][N:2]1[CH2:3][CH2:4][NH:5][CH2:6][CH2:7]1.[CH3:20][C:21](=[O:22])[OH:23].[CH3:38][c:39]1[cH:40][cH:41][cH:42][cH:43][cH:44]1.[F:8][c:9]1[cH:10][c:11]([CH:12]=[O:13])[cH:14][cH:15][c:16]1[N+:17](=[O:18])[O-:19].[Na+:37]>>[CH3:1][N:2]1[CH2:3][CH2:4][N:5]([CH2:12][c:11]2[cH:10][c:9]([F:8])[c:16]([N+:17](=[O:18])[O-:19])[cH:15][cH:14]2)[CH2:6][CH2:7]1. The product is CN1CCN(Cc2ccc([N+](=O)[O-])c(F)c2)CC1. Starting materials: CC(=O)O[BH-](OC(C)=O)OC(C)=O, CN1CCNCC1, CC(=O)O, Cc1ccccc1, O=Cc1ccc([N+](=O)[O-])c(F)c1, [Na+]. Starting materials: CNC(=O)N (methylurea), O (water), FC(C(C(=O)Cl)=C)(F)F (α-trifluoromethylacryloyl chloride). Run in CN(C)C=O (DMF). Run at time 1 hour. Product: CN1C(=O)NC(=O)C(C1)C(F)(F)F (1-methyl-5-trifluoromethyl-5,6-dihydrouracil), CN1C(NCC(C1=O)C(F)(F)F)=O (3-methyl-5-trifluoromethyl-5,6-dihydrouracil). Isolated yield 30.0%. RXN SMILES: [CH3:1][NH:2][C:3]([NH2:5])=[O:4].[F:6][C:7]([F:14])([F:13])[C:8](=[CH2:12])[C:9](Cl)=[O:10].O>CN(C=O)C>[CH3:1][N:2]1[CH2:12][CH:8]([C:7]([F:14])([F:13])[F:6])[C:9](=[O:10])[NH:5][C:3]1=[O:4].[CH3:1][N:2]1[C:9](=[O:10])[CH:8]([C:7]([F:14])([F:13])[F:6])[CH2:12][NH:5][C:3]1=[O:4]. Reported procedure: A solution of methylurea (148 mg; 2.0 mmoles) in DMF (2 ml) was cooled to 0° C., and α-trifluoromethylacryloyl chloride (317 mg; 2.0 mmoles) was added dropwise. The mixture was stirred at room temperature for 1 hour, and water (20 ml) was added. The mixture was extracted with methylene chloride (20 ml×1, 10 ml×2). The combined extracts were dried over anhydrous magnesium sulfate, filtered, and concentrated under reduced pressure. The residue was purified by a column chromatography on silica gel ... The reactants are O(C1=CC=CC=C1)C=1C=C(C=CC1)C12OCC(CC1)(CC2)CCO (2-(1-(3-phenoxyphenyl)-2-oxabicyclo[2.2.2]octan-4-yl)ethanol), BrCC(=O)OC(C)(C)C (tert-butyl bromoacetate), [OH-].[Na+] (NaOH). The reagents and catalysts are O.[Cl-].C(CCC)[N+](CCCC)(CCCC)CCCC (tetrabutylammonium chloride hydrate). The solvent is C1(=CC=CC=C1)C (toluene). Conditions: temperature 0 celsius, time 4 hour. Yields the product O(C1=CC=CC=C1)C=1C=C(C=CC1)C12OCC(CC1)(CC2)CCOCC(=O)OC(C)(C)C (tert-butyl 2-(2-(1-(3-phenoxyphenyl)-2-oxabicyclo[2.2.2]octan-4-yl)ethoxy)acetate). As a reaction SMILES: [O:1]([C:8]1[CH:9]=[C:10]([C:14]23[CH2:21][CH2:20][C:17]([CH2:22][CH2:23][OH:24])([CH2:18][CH2:19]2)[CH2:16][O:15]3)[CH:11]=[CH:12][CH:13]=1)[C:2]1[CH:7]=[CH:6][CH:5]=[CH:4][CH:3]=1.[OH-].[Na+].Br[CH2:28][C:29]([O:31][C:32]([CH3:35])([CH3:34])[CH3:33])=[O:30]>C1(C)C=CC=CC=1.O.[Cl-].C([N+](CCCC)(CCCC)CCCC)CCC>[O:1]([C:8]1[CH:9]=[C:10]([C:14]23[CH2:21][CH2:20][C:17]([CH2:22][CH2:23][O:24][CH2:28][C:29]([O:31][C:32]([CH3:35])([CH3:34])[CH3:33])=[O:30])([CH2:18][CH2:19]2)[CH2:16][O:15]3)[CH:11]=[CH:12][CH:13]=1)[C:2]1[CH:7]=[CH:6][CH:5]=[CH:4][CH:3]=1 |f:1.2,5.6.7|. Reported procedure: To a solution of 2-(1-(3-phenoxyphenyl)-2-oxabicyclo[2.2.2]octan-4-yl)ethanol (60 mg, 0.185 mmol) in toluene (5 mL) was added tetrabutylammonium chloride hydrate (16.4 mg, 0.055 mmol). The reaction mixture was cooled to 0° C. and added 35% NaOH (5 mL), followed by tert-butyl bromoacetate (0.041 mL, 0.277 mmol). The reaction was stirred at rt for 4 h. The organic layer was separated, washed with 1 N aqueous HCl (3×5 mL) and brine (5 mL), dried, and concentrated in vacuo to afford tert-butyl 2-(2-... Product: CN1C(C2N(C(C3=C1C=CC=C3)=O)CCC2)=O (Racemic 1,2,3,11a-Tetrahydro-10-methyl-5H-pyrrolo[2,1-c][1,4]benzodiazepin-5,11(10H)-dione). Reported procedure: A mixture of 24.8 g. of racemic 1-(N-methylanthraniloyl)pyroline and 21 g. of dicyclohexylcarbonyl diimide in 300 ml. of tetrahydrofuran is stirred at room temperature for 24 hours and then heated on the steam bath for 4 hours. The reaction mixture is filtered to remove the insoluble dicyclohexyl urea and the mother liquid is concentrated to recover the desired product, which is further purified by recrystallization from ethyl acetate. RXN SMILES: [CH3:1][NH:2][C:3]1[C:4](=[CH:12][CH:13]=[CH:14][CH:15]=1)[C:5]([N:7]1[CH2:11][CH2:10][CH:9]=[CH:8]1)=[O:6].[O:16]1CCC[CH2:17]1>>[CH3:1][N:2]1[C:3]2[CH:15]=[CH:14][CH:13]=[CH:12][C:4]=2[C:5](=[O:6])[N:7]2[CH2:11][CH2:10][CH2:9][CH:8]2[C:17]1=[O:16]. Reactants: CNC=1C(C(=O)N2C=CCC2)=CC=CC1 (racemic 1-(N-methylanthraniloyl)pyroline), dicyclohexylcarbonyl diimide, O1CCCC1 (tetrahydrofuran). Reactants: CCOC(=O)C(=C(C)C)c1cnc(C(C)(C)C)nc1, CC(C)O, [Na+], [OH-], O. Yields the product CC(C)=C(C(=O)O)c1cnc(C(C)(C)C)nc1. Reaction SMILES: [CH3:3][C:4]([CH3:5])([CH3:6])[c:7]1[n:8][cH:9][c:10]([C:13]([C:14](=[O:15])[O:16][CH2:17][CH3:18])=[C:19]([CH3:20])[CH3:21])[cH:11][n:12]1.[CH:22]([OH:23])([CH3:24])[CH3:25].[Na+:2].[OH-:1].[OH2:26]>>[CH3:3][C:4]([CH3:5])([CH3:6])[c:7]1[n:8][cH:9][c:10]([C:13]([C:14](=[O:15])[OH:16])=[C:19]([CH3:20])[CH3:21])[cH:11][n:12]1. The reactants are C(=O)C=1C=C2CC[C@@H](CC2=CC1)NC(C1=CC=C(C=C1)OC[C@H]1OCCC1)=O (N-((S)-6-formyl-1,2,3,4-tetrahydronaphthalen-2-yl)-4-[(S)-1-(tetrahydrofuran-2-yl)methoxy]benzamide), C1CCOC1 (THF), C(C(C)C)NC (isobutylmethylamine), C(#N)[BH3-].[Na+] (sodium cyanoborohydride). Solvent: C(C)(=O)O (acetic acid), CO (methanol). Reaction conditions: time 12 hour. The product is C(C(C)C)N(C)CC=1C=C2CC[C@@H](CC2=CC1)NC(C1=CC=C(C=C1)OC[C@H]1OCCC1)=O (N-{(S)-6-[(Isobutylmethylamino)methyl]-1,2,3,4-tetrahydronaphthalen-2-yl}-4-[(S)-1-(tetrahydrofuran-2-yl)methoxy]benzamide). As a reaction SMILES: [CH:1]([C:3]1[CH:4]=[C:5]2[C:10](=[CH:11][CH:12]=1)[CH2:9][C@@H:8]([NH:13][C:14](=[O:28])[C:15]1[CH:20]=[CH:19][C:18]([O:21][CH2:22][C@@H:23]3[CH2:27][CH2:26][CH2:25][O:24]3)=[CH:17][CH:16]=1)[CH2:7][CH2:6]2)=O.C1COCC1.[CH2:34]([NH:38][CH3:39])[CH:35]([CH3:37])[CH3:36].C([BH3-])#N.[Na+]>C(O)(=O)C.CO>[CH2:34]([N:38]([CH2:1][C:3]1[CH:4]=[C:5]2[C:10](=[CH:11][CH:12]=1)[CH2:9][C@@H:8]([NH:13][C:14](=[O:28])[C:15]1[CH:20]=[CH:19][C:18]([O:21][CH2:22][C@@H:23]3[CH2:27][CH2:26][CH2:25][O:24]3)=[CH:17][CH:16]=1)[CH2:7][CH2:6]2)[CH3:39])[CH:35]([CH3:37])[CH3:36] |f:3.4|. Procedure: To a mixture of N-((S)-6-formyl-1,2,3,4-tetrahydronaphthalen-2-yl)-4-[(S)-1-(tetrahydrofuran-2-yl)methoxy]benzamide (0.50 g), THF (5 ml), methanol (2 ml), isobutylmethylamine (0.23 g) and acetic acid (0.24 g) was added polymer-bound sodium cyanoborohydride (2.7 mmol), and the suspension was agitated at room temperature for 12 hours. The polymer was filtered off with suction and the filtrate was concentrated. The residue was purified by preparative HPLC. The product was thus obtained with the mol...